From a dataset of the Open Reaction Database (ORD), a public repository of structured organic reaction records. describe an organic reaction: reactants, conditions, products, and yield Reactants: [BH3-]C#N, C=O, CC(=O)O, CC#N, [Na+], CC(OCC1(c2ccccc2)CCNCC1)c1cc(C(F)(F)F)cc2c(C#N)n[nH]c12. The product is CC(OCC1(c2ccccc2)CCN(C)CC1)c1cc(C(F)(F)F)cc2c(C#N)n[nH]c12. RXN SMILES: [C:34]([BH3-:35])#[N:36].[CH2:32]=[O:33].[CH3:38][C:39](=[O:40])[OH:41].[CH3:42][C:43]#[N:44].[Na+:37].[c:1]1([C:7]2([CH2:13][O:14][CH:15]([CH3:16])[c:17]3[cH:18][c:19]([C:28]([F:29])([F:30])[F:31])[cH:20][c:21]4[c:22]([C:26]#[N:27])[n:23][nH:24][c:25]34)[CH2:8][CH2:9][NH:10][CH2:11][CH2:12]2)[cH:2][cH:3][cH:4][cH:5][cH:6]1>>[c:1]1([C:7]2([CH2:13][O:14][CH:15]([CH3:16])[c:17]3[cH:18][c:19]([C:28]([F:29])([F:30])[F:31])[cH:20][c:21]4[c:22]([C:26]#[N:27])[n:23][nH:24][c:25]34)[CH2:8][CH2:9][N:10]([CH3:34])[CH2:11][CH2:12]2)[cH:2][cH:3][cH:4][cH:5][cH:6]1. Reactants: C(=O)(O)[O-].[Na+] (NaHCO3), [N+](=O)([O-])C1=CC=C2CCNC2=C1 (6-Nitroindoline), NaHB(OAc)3, CN1CCC(CC1)=O (N-Methyl-4-piperidone). Solvent: ClC(C)Cl (dichloroethane). Conditions: time 8 hour. Yields the product CN1CCC(CC1)N1CCC2=CC=C(C=C12)[N+](=O)[O-] (1-(1-methyl(4-piperidyl))-6-nitroindoline). RXN SMILES: [N+:1]([C:4]1[CH:12]=[C:11]2[C:7]([CH2:8][CH2:9][NH:10]2)=[CH:6][CH:5]=1)([O-:3])=[O:2].[CH3:13][N:14]1[CH2:19][CH2:18][C:17](=O)[CH2:16][CH2:15]1.C([O-])(O)=O.[Na+]>ClC(Cl)C>[CH3:13][N:14]1[CH2:19][CH2:18][CH:17]([N:10]2[C:11]3[C:7](=[CH:6][CH:5]=[C:4]([N+:1]([O-:3])=[O:2])[CH:12]=3)[CH2:8][CH2:9]2)[CH2:16][CH2:15]1 |f:2.3|. Procedure: 6-Nitroindoline (5 g) was dissolved in 200 mL of dichloroethane. N-Methyl-4-piperidone (5 g) was added to the mixture, followed by NaHB(OAc)3 (12 g) and 1 mL of glacial ACOH. The mixture was stirred at RT overnight. A saturated NaHCO3 (200 mL) solution was added to the reaction mixture and stirred for 1 h. The resulting mixture was separated by separation funnel. The organic layer was extracted once with saturated NaHCO3 solution and once with brine. The resulting organic layer was dried over Mg... The reactants are C([O-])(O)=O.[Na+] (sodium bicarbonate), ClCC(=O)Cl (chloroacetylchloride), C(C)(=O)OCC (ethyl acetate), Cl.NC1C(C2=CC=CC=C2CC1)=O (2-amino-3,4-dihydronaphthalen-1(2H)-one hydrochloride). The solvent is O (water). Conditions: time 1 hour. Product: ClCC(=O)NC1C(C2=CC=CC=C2CC1)=O (2-chloroacetamido-3,4-dihydronaphthalen-1(2H)-one). Yield: 568.0%. Reaction SMILES: C(=O)(O)[O-].[Na+].C(OCC)(=O)C.Cl.[NH2:13][CH:14]1[CH2:23][CH2:22][C:21]2[C:16](=[CH:17][CH:18]=[CH:19][CH:20]=2)[C:15]1=[O:24].[Cl:25][CH2:26][C:27](Cl)=[O:28]>O>[Cl:25][CH2:26][C:27]([NH:13][CH:14]1[CH2:23][CH2:22][C:21]2[C:16](=[CH:17][CH:18]=[CH:19][CH:20]=2)[C:15]1=[O:24])=[O:28] |f:0.1,3.4|. Procedure details: To a stirred solution of sodium bicarbonate (4.0 g) in water (50 ml) layered with ethyl acetate (200 ml) was added solid 2-amino-3,4-dihydronaphthalen-1(2H)-one hydrochloride (4.0 g, 2 mmol). After the solid had dissolved chloroacetylchloride (1.6 ml, 2 mmol) was added dropwise over 10 minutes. After stirring for 1 hr, the ethyl acetate layer was separated, washed with brine and dried over Na2SO4. Evaporation afforded 2.7 g (57%) of a dark solid; m.p. 118°-122° C. The product was purified by chr... The reactants are Clc1ccc(C2NCCc3ccccc32)cc1, ClCCl, O=C=Nc1ccc(F)cc1. The product is O=C(Nc1ccc(F)cc1)N1CCc2ccccc2C1c1ccc(Cl)cc1. Reaction SMILES: [Cl:1][c:2]1[cH:3][cH:4][c:5]([CH:8]2[NH:9][CH2:10][CH2:11][c:12]3[cH:13][cH:14][cH:15][cH:16][c:17]32)[cH:6][cH:7]1.[Cl:28][CH2:29][Cl:30].[F:18][c:19]1[cH:20][cH:21][c:22]([N:25]=[C:26]=[O:27])[cH:23][cH:24]1>>[Cl:1][c:2]1[cH:3][cH:4][c:5]([CH:8]2[N:9]([C:26]([NH:25][c:22]3[cH:21][cH:20][c:19]([F:18])[cH:24][cH:23]3)=[O:27])[CH2:10][CH2:11][c:12]3[cH:13][cH:14][cH:15][cH:16][c:17]32)[cH:6][cH:7]1. The reactants are CNCCN(C)C, CC1Cc2ccc(-c3ccnc(C(=O)O)c3)cc2CN1c1cc(N2CCN(C)CC2)nc(N)n1. Yields the product CC1Cc2ccc(-c3ccnc(C(=O)N(C)CCN(C)C)c3)cc2CN1c1cc(N2CCN(C)CC2)nc(N)n1. RXN SMILES: [CH3:35][N:36]([CH2:37][CH2:38][NH:39][CH3:40])[CH3:41].[NH2:1][c:2]1[n:3][c:4]([N:28]2[CH2:29][CH2:30][N:31]([CH3:34])[CH2:32][CH2:33]2)[cH:5][c:6]([N:8]2[CH2:9][c:10]3[cH:11][c:12](-[c:19]4[cH:20][c:21]([C:25](=[O:26])[OH:27])[n:22][cH:23][cH:24]4)[cH:13][cH:14][c:15]3[CH2:16][CH:17]2[CH3:18])[n:7]1>>[NH2:1][c:2]1[n:3][c:4]([N:28]2[CH2:29][CH2:30][N:31]([CH3:34])[CH2:32][CH2:33]2)[cH:5][c:6]([N:8]2[CH2:9][c:10]3[cH:11][c:12](-[c:19]4[cH:20][c:21]([C:25](=[O:26])[N:39]([CH2:38][CH2:37][N:36]([CH3:35])[CH3:41])[CH3:40])[n:22][cH:23][cH:24]4)[cH:13][cH:14][c:15]3[CH2:16][CH:17]2[CH3:18])[n:7]1. Starting materials: P(Br)(Br)Br (Phosphorus tribromide), BrC1=CC(=C(C=C1)CO)Cl ((4-Bromo-2-chlorophenyl)methanol), [OH-].[Na+] (sodium hydroxide). Run in ClC(C)Cl (dichloroethane). Conditions: temperature 0 celsius, time 10 minute. The product is BrC1=CC(=C(C=C1)CBr)Cl (4-bromo-1-bromomethyl-2-chlorobenzene). Isolated yield 57.0%. Reaction SMILES: P(Br)(Br)[Br:2].[Br:5][C:6]1[CH:11]=[CH:10][C:9]([CH2:12]O)=[C:8]([Cl:14])[CH:7]=1.[OH-].[Na+]>ClC(Cl)C>[Br:5][C:6]1[CH:11]=[CH:10][C:9]([CH2:12][Br:2])=[C:8]([Cl:14])[CH:7]=1 |f:2.3|. Procedure details: Phosphorus tribromide (40.5 mL, 0.431 mol) was added dropwise to a solution of (4-bromo-2-chlorophenyl)-methanol (15, 86.1 g, 0.386 mol) in dichloroethane (430 mL) at 0° C. The reaction mixture was stirred for 10 minutes at this temperature then for 0.5 h at 10° C. The mixture was cooled to 0° C. and a sodium hydroxide solution (600 mL, 2N) was added dropwise. The two layers were separated and the aqueous layer was extracted with dichloroethane (200 mL). The combined organic layers were washed w... Starting materials: CC(=O)OC(C)=O, ClCCl, NCC1CN(c2ccc(I)c(F)c2)C(=O)O1. Product: CC(=O)NCC1CN(c2ccc(I)c(F)c2)C(=O)O1. RXN SMILES: [CH3:17][C:18](=[O:19])[O:20][C:21](=[O:22])[CH3:23].[Cl:24][CH2:25][Cl:26].[NH2:1][CH2:2][CH:3]1[CH2:4][N:5]([c:9]2[cH:10][c:11]([F:16])[c:12]([I:15])[cH:13][cH:14]2)[C:6](=[O:8])[O:7]1>>[NH:1]([CH2:2][CH:3]1[CH2:4][N:5]([c:9]2[cH:10][c:11]([F:16])[c:12]([I:15])[cH:13][cH:14]2)[C:6](=[O:8])[O:7]1)[C:18]([CH3:17])=[O:19]. Starting materials: OC(C#N)C1=CSC=C1 (hydroxy-thiophen-3-yl-acetonitrile), [OH-].[Na+] (NaOH), [H-].[H-].[H-].[H-].[Li+].[Al+3] (LAH), O (H2O), O (H2O). The solvent is C1CCOC1 (THF), C1CCOC1 (THF). Reaction conditions: temperature 25 celsius, time 8 hour. Yields the product NCC(O)C1=CSC=C1 (2-amino-1-thiophen-3-yl-ethanol). As a reaction SMILES: [H-].[H-].[H-].[H-].[Li+].[Al+3].[OH:7][CH:8]([C:11]1[CH:15]=[CH:14][S:13][CH:12]=1)[C:9]#[N:10].O.[OH-].[Na+]>C1COCC1>[NH2:10][CH2:9][CH:8]([C:11]1[CH:15]=[CH:14][S:13][CH:12]=1)[OH:7] |f:0.1.2.3.4.5,8.9|. Procedure details: To a stirred suspension of LAH (8.7 g, 225 mmol) in dry THF (300 mL) was added a solution of hydroxy-thiophen-3-yl-acetonitrile (12.5 mL, 90 mmol) in dry THF (50 mL) dropwise at 0° C. under nitrogen atmosphere. Then the mixture was warmed to 25° C. and stirred overnight. After cooling to 10° C., H2O (8.7 mL) was added to the solution, followed by NaOH solution (8.7 mL, 15%), then H2O (26 mL). The reaction mixture was filtered and the filtrate was concentrated to dryness to afford crude 2-amino-1...